Task: describe an organic reaction: reactants, conditions, products, and yield. Dataset: the Open Reaction Database (ORD), a public repository of structured organic reaction records Starting materials: O(C(=S)[S-])CC.[K+] (potassium ethyl xanthate), ice, NC1=C(C=CC=C1O)C (2-amino-m-cresol), N(=O)[O-].[Na+] (sodium nitrite), Cl (hydrochloric acid), [OH-].[K+] (potassium hydroxide). Run in O (water), C(C)O (ethanol), O (water). Conditions: temperature 100 celsius, time 3 hour. Yields the product OC1=C(C(=CC=C1)C)S (2-Hydroxy-6-methylthiophenol). As a reaction SMILES: N([O-])=O.[Na+].Cl.N[C:7]1[C:12]([OH:13])=[CH:11][CH:10]=[CH:9][C:8]=1[CH3:14].O(CC)C([S-])=[S:17].[K+].[OH-].[K+]>O.C(O)C>[OH:13][C:12]1[CH:11]=[CH:10][CH:9]=[C:8]([CH3:14])[C:7]=1[SH:17] |f:0.1,4.5,6.7|. Procedure: 5.3 g (0.077 mol) of sodium nitrite in solution in 12 ml of water are added dropwise to a round-bottomed flask comprising 14 g of ice, 14 ml of 36% hydrochloric acid and 8.62 g (0.07 mol) of 2-amino-m-cresol. The mixture, kept at 0° C., is subsequently poured slowly into a solution of 15 g (0.093 mol) of potassium ethyl xanthate in 20 ml of water held at 40° C. The heating bath is removed and the mixture is stirred for 3 hours and then extracted with ethyl ether. The combined organic phases are ... The reactants are ClC=1C=CC(=C(C1)C1=CC(N(C=C1OC)C(C(=O)O)C)=O)C#N (2-[4-(5-chloro-2-cyanophenyl)-5-methoxy-2-oxopyridin-1(2H)-yl]propanoic acid), NC1=CC=C(C(=O)OC(C)(C)C)C=C1 (tert-butyl 4-aminobenzoate). Yields the product ClC=1C=CC(=C(C1)C1=CC(N(C=C1OC)C(C(=O)NC1=CC=C(C(=O)OC(C)(C)C)C=C1)C)=O)C#N (tert-Butyl 4-({2-[4-(5-Chloro-2-cyanophenyl)-5-methoxy-2-oxopyridin-1(2H)-yl]propanoyl}amino)benzoate). Reaction SMILES: [Cl:1][C:2]1[CH:3]=[CH:4][C:5]([C:22]#[N:23])=[C:6]([C:8]2[C:13]([O:14][CH3:15])=[CH:12][N:11]([CH:16]([CH3:20])[C:17](O)=[O:18])[C:10](=[O:21])[CH:9]=2)[CH:7]=1.[NH2:24][C:25]1[CH:37]=[CH:36][C:28]([C:29]([O:31][C:32]([CH3:35])([CH3:34])[CH3:33])=[O:30])=[CH:27][CH:26]=1>>[Cl:1][C:2]1[CH:3]=[CH:4][C:5]([C:22]#[N:23])=[C:6]([C:8]2[C:13]([O:14][CH3:15])=[CH:12][N:11]([CH:16]([CH3:20])[C:17]([NH:24][C:25]3[CH:37]=[CH:36][C:28]([C:29]([O:31][C:32]([CH3:33])([CH3:34])[CH3:35])=[O:30])=[CH:27][CH:26]=3)=[O:18])[C:10](=[O:21])[CH:9]=2)[CH:7]=1. Reported procedure: 1.53 g (purity 73%, 3.35 mmol) of 2-[4-(5-chloro-2-cyanophenyl)-5-methoxy-2-oxopyridin-1(2H)-yl]propanoic acid (racemate) and 1.1 eq. of tert-butyl 4-aminobenzoate were reacted according to General Method 5A. Yield: 1.52 g (purity 93%, 83% of theory) The reactants are COC=1C=C(C=C(C1OC)OC)C#C (3,4,5-trimethoxyphenyl-acetylene), IC=1C=C2CN(CC2=CC1)C(C1=CC=CC=C1)(C1=CC=CC=C1)C1=CC=CC=C1 (5-iodo-2-tritylisoindoline), C#CCCCCCC (1-octyne), IC=1C=C(C=CC1)C#CC1(COC(OC1)(C)C)NC(OC(C)(C)C)=O (tert-Butyl 5-((3-iodophenyl)ethynyl)-2,2-dimethyl-1,3-dioxan-5-ylcarbamate). The product is C(C)(C)(C)OC(NC1(COC(OC1)(C)C)C#CC1=CC(=CC=C1)C#CC1=CC(=C(C(=C1)OC)OC)OC)=O (tert-Butyl-2,2-dimethyl-5-((3-((3,4,5-trimethoxyphenyl)ethynyl)-phenyl)ethynyl)-1,3-dioxan-5-ylcarbamate). Isolated yield 64.0%. Reaction SMILES: [CH3:1][O:2][C:3]1[CH:4]=[C:5]([C:13]#[CH:14])[CH:6]=[C:7]([O:11][CH3:12])[C:8]=1[O:9][CH3:10].C#CCCCCCC.I[C:24]1[CH:25]=[C:26]([C:30]#[C:31][C:32]2([NH:40][C:41](=[O:47])[O:42][C:43]([CH3:46])([CH3:45])[CH3:44])[CH2:37][O:36][C:35]([CH3:39])([CH3:38])[O:34][CH2:33]2)[CH:27]=[CH:28][CH:29]=1.IC1C=C2C(=CC=1)CN(C(C1C=CC=CC=1)(C1C=CC=CC=1)C1C=CC=CC=1)C2>>[C:43]([O:42][C:41](=[O:47])[NH:40][C:32]1([C:31]#[C:30][C:26]2[CH:27]=[CH:28][CH:29]=[C:24]([C:14]#[C:13][C:5]3[CH:6]=[C:7]([O:11][CH3:12])[C:8]([O:9][CH3:10])=[C:3]([O:2][CH3:1])[CH:4]=3)[CH:25]=2)[CH2:33][O:34][C:35]([CH3:39])([CH3:38])[O:36][CH2:37]1)([CH3:44])([CH3:45])[CH3:46]. Procedure: When 3,4,5-trimethoxyphenyl-acetylene was substituted for 1-octyne and the product of Step A was substituted for 5-iodo-2-tritylisoindoline in Example 2, Step D, the similar process afforded the title compound in 64% yield, as pale paste. 1H-NMR (CDCl3) 1.43 (s, 3H); 1.47 (s, 9H); 1.49 (5, 3H); 3.84 (s, 3H); 3.87 (s, 6H); 4.00 (d, 2H, J=11.4 Hz); 4.10 (d, 2H, J=11.33 Hz); 5.19 (broad s, 1H), 6.74 (s, 2H); 6.74-6.76 (m, 1H); 7.26-7.38 (m, 1H); 7.43 (d, 1H, J=7.67 Hz); 7.60 (broad s, 1H). Starting materials: O (water), C(C)(=O)Cl (Acetyl chloride), NC=1C=C2C(=CNC2=CC1)CC#N (5-amino-1H-indole-3-acetonitrile), N1=CC=CC=C1 (pyridine). Run in C(C)#N (acetonitrile). Conditions: time 30 minute. Yields the product C(#N)CC1=CNC2=CC=C(C=C12)NC(C)=O (N-[3-(Cyanomethyl)-1H-indol-5-yl]acetamide). As a reaction SMILES: [C:1](Cl)(=[O:3])[CH3:2].[NH2:5][C:6]1[CH:7]=[C:8]2[C:12](=[CH:13][CH:14]=1)[NH:11][CH:10]=[C:9]2[CH2:15][C:16]#[N:17].N1C=CC=CC=1.O>C(#N)C>[C:16]([CH2:15][C:9]1[C:8]2[C:12](=[CH:13][CH:14]=[C:6]([NH:5][C:1](=[O:3])[CH3:2])[CH:7]=2)[NH:11][CH:10]=1)#[N:17]. Procedure details: Acetyl chloride (0.21 ml) was added dropwise to a stirred solution of 5-amino-1H-indole-3-acetonitrile (0.5 g) and pyridine (0.24 ml) in dry acetonitrile (10 ml) at 0°-2° under nitrogen. When the addition was complete the solution was stirred at 0° for 30 minutes, poured into water (50 ml) and extracted with ethyl acetate (3×25 ml). The combined extracts were dried (MgSO4), filtered and evaporated under reduced pressure to a brown solid (0.5 g) which was crystallised from an ethanol-cyclohexane ... Starting materials: ClC1=NC(=C2C(=N1)N(N=C2)CC)N2CC1CCC(C2)O1 (3-(6-chloro-1-ethyl-1H-pyrazolo[3,4-d]pyrimidin-4-yl)-8-oxa-3-azabicyclo[3.2.1]octane), B(C1=CC2=CC=CC=C2N1)(O)O (5-indoylboronic acid), Cl (hydrochloric acid). Reagents/catalysts: C=1C=CC(=CC1)[P](C=2C=CC=CC2)(C=3C=CC=CC3)[Pd]([P](C=4C=CC=CC4)(C=5C=CC=CC5)C=6C=CC=CC6)([P](C=7C=CC=CC7)(C=8C=CC=CC8)C=9C=CC=CC9)[P](C=1C=CC=CC1)(C=1C=CC=CC1)C=1C=CC=CC1 (tetrakis(triphenylphosphine)palladium(0)). Solvent: C1(=CC=CC=C1)C.C(C)O (toluene ethanol), C([O-])([O-])=O.[Na+].[Na+] (sodium carbonate). Reaction conditions: temperature 120 celsius. The product is C(C)N1N=CC=2C1=NC(=NC2N2CC1CCC(C2)O1)C=1C=C2C=CNC2=CC1 (1-ethyl-6-(1H-indol-5-yl)-4-(8-oxa-3-azabicyclo[3.2.1]oct-3-yl)-1H-pyrazolo[3,4-d]pyrimidine). As a reaction SMILES: Cl[C:2]1[N:7]=[C:6]2[N:8]([CH2:11][CH3:12])[N:9]=[CH:10][C:5]2=[C:4]([N:13]2[CH2:19][CH:18]3[O:20][CH:15]([CH2:16][CH2:17]3)[CH2:14]2)[N:3]=1.B(O)(O)[C:22]1[NH:30][C:29]2[C:24](=[CH:25][CH:26]=[CH:27][CH:28]=2)[CH:23]=1.Cl>C1(C)C=CC=CC=1.C(O)C.C(=O)([O-])[O-].[Na+].[Na+].C1C=CC([P]([Pd]([P](C2C=CC=CC=2)(C2C=CC=CC=2)C2C=CC=CC=2)([P](C2C=CC=CC=2)(C2C=CC=CC=2)C2C=CC=CC=2)[P](C2C=CC=CC=2)(C2C=CC=CC=2)C2C=CC=CC=2)(C2C=CC=CC=2)C2C=CC=CC=2)=CC=1>[CH2:11]([N:8]1[C:6]2=[N:7][C:2]([C:26]3[CH:25]=[C:24]4[C:29](=[CH:28][CH:27]=3)[NH:30][CH:22]=[CH:23]4)=[N:3][C:4]([N:13]3[CH2:19][CH:18]4[O:20][CH:15]([CH2:16][CH2:17]4)[CH2:14]3)=[C:5]2[CH:10]=[N:9]1)[CH3:12] |f:3.4,5.6.7,^1:53,55,74,93|. Procedure: A mixture of 3-(6-chloro-1-ethyl-1H-pyrazolo[3,4-d]pyrimidin-4-yl)-8-oxa-3-azabicyclo[3.2.1]octane (80 mg, 0.27 mmol), 5-indoylboronic acid (66 mg, 0.41 mmol), and tetrakis(triphenylphosphine)palladium(0) (35 mg, 10 mol %) in toluene/ethanol (1:1, 3 mL) and 2 M aqueous sodium carbonate solution (1 mL) was heated in a Smith process vial in the microwave reactor for one hour at 120° C. The cooled mixture was acidified with concentrated hydrochloric acid and then concentrated to dryness under reduc... Reactants: CC(C)(C)OC(=O)N1CCN(c2cccc(Br)c2)CC1, NCCN1CCCC1, C1COCCO1, O=C(C=Cc1ccccc1)C=Cc1ccccc1, O=C(C=Cc1ccccc1)C=Cc1ccccc1, O=C(C=Cc1ccccc1)C=Cc1ccccc1, [Pd], [Pd]. Product: CC(C)(C)OC(=O)N1CCN(c2cccc(NCCN3CCCC3)c2)CC1. As a reaction SMILES: [C:1]([CH3:2])([CH3:3])([CH3:4])[O:5][C:6](=[O:7])[N:8]1[CH2:9][CH2:10][N:11]([c:14]2[cH:15][c:16]([Br:20])[cH:17][cH:18][cH:19]2)[CH2:12][CH2:13]1.[N:21]1([CH2:26][CH2:27][NH2:28])[CH2:22][CH2:23][CH2:24][CH2:25]1.[O:29]1[CH2:30][CH2:31][O:32][CH2:33][CH2:34]1.[O:37]=[C:38]([CH:39]=[CH:40][c:41]1[cH:42][cH:43][cH:44][cH:45][cH:46]1)[CH:47]=[CH:48][c:49]1[cH:50][cH:51][cH:52][cH:53][cH:54]1.[O:55]=[C:56]([CH:57]=[CH:58][c:59]1[cH:60][cH:61][cH:62][cH:63][cH:64]1)[CH:65]=[CH:66][c:67]1[cH:68][cH:69][cH:70][cH:71][cH:72]1.[O:73]=[C:74]([CH:75]=[CH:76][c:77]1[cH:78][cH:79][cH:80][cH:81][cH:82]1)[CH:83]=[CH:84][c:85]1[cH:86][cH:87][cH:88][cH:89][cH:90]1.[Pd:35].[Pd:36]>>[C:1]([CH3:2])([CH3:3])([CH3:4])[O:5][C:6](=[O:7])[N:8]1[CH2:9][CH2:10][N:11]([c:14]2[cH:15][c:16]([NH:28][CH2:27][CH2:26][N:21]3[CH2:22][CH2:23][CH2:24][CH2:25]3)[cH:17][cH:18][cH:19]2)[CH2:12][CH2:13]1.